From a dataset of the Open Reaction Database (ORD), a public repository of structured organic reaction records. describe an organic reaction: reactants, conditions, products, and yield Procedure details: To a solution of 2.4 g (10.3 mmol) of product from Step A in 50 ml DMF was added 6 g (44.8 mmol) lithium iodide. The resulting solution was refluxed under N2 for 2 hours. The reaction mixture was poured into 500 ml H2O/HCl and extracted with ethyl acetate. THe organic solution was washed with water; saturated NaCl, dried over MgSO4 and concentrated in vacuo to give 1.7 g crude product which was chromatographed through a pressure column eluting with 10% ethyl acetate/n-hexane to give 0.9 g of tit... The solvent is CN(C)C=O (DMF). The yield is 50.1%. Reactants: C(=O)(OC)C1(CSCCC1=O)CCOC (2,3,5,6-tetrahydro-3-carbomethoxy-3-(2-methoxy)ethylthiopyran-4-one), [I-].[Li+] (lithium iodide), O.Cl (H2O HCl). The product is COCCC1CSCCC1=O (2,3,5,6-tetrahydro-3-(2-methoxy)ethylthiopyran-4-one). As a reaction SMILES: C([C:5]1([CH2:12][CH2:13][O:14][CH3:15])[C:10](=[O:11])[CH2:9][CH2:8][S:7][CH2:6]1)(OC)=O.[I-].[Li+].O.Cl>CN(C=O)C>[CH3:15][O:14][CH2:13][CH2:12][CH:5]1[C:10](=[O:11])[CH2:9][CH2:8][S:7][CH2:6]1 |f:1.2,3.4|.